From a dataset of the Open Reaction Database (ORD), a public repository of structured organic reaction records. describe an organic reaction: reactants, conditions, products, and yield The reactants are CS(=O)(=O)C1=CC=C(OC2=CC3=C(NC(=N3)C3=NC=CC=C3)C=C2C2NCCC2)C=C1 (5-(4-methanesulfonyl-phenoxy)-2-pyridin-2-yl-6-pyrrolidin-2-yl-1H-benzimidazole), CCCCCC.CC(C)O.C(C)NCC (hexane 2-propanol diethylamine). Yields the product CS(=O)(=O)C1=CC=C(OC=2C(=CC3=C(N=C(N3)C3=NC=CC=C3)C2)C2N(CCC2)C(C)=O)C=C1 (1-(2-(6-(4-Methanesulfonyl-phenoxy)-2-pyridin-2-yl-3H-benzimidazol-5-yl)-pyrrolidin-1-yl)-ethanone). RXN SMILES: [CH3:1][S:2]([C:5]1[CH:31]=[CH:30][C:8]([O:9][C:10]2[C:24]([CH:25]3[CH2:29][CH2:28][CH2:27][NH:26]3)=[CH:23][C:13]3[NH:14][C:15]([C:17]4[CH:22]=[CH:21][CH:20]=[CH:19][N:18]=4)=[N:16][C:12]=3[CH:11]=2)=[CH:7][CH:6]=1)(=[O:4])=[O:3].CCCCCC.[CH3:38][CH:39]([OH:41])C.C(NCC)C>>[CH3:1][S:2]([C:5]1[CH:6]=[CH:7][C:8]([O:9][C:10]2[C:24]([CH:25]3[CH2:29][CH2:28][CH2:27][N:26]3[C:39](=[O:41])[CH3:38])=[CH:23][C:13]3[NH:14][C:15]([C:17]4[CH:22]=[CH:21][CH:20]=[CH:19][N:18]=4)=[N:16][C:12]=3[CH:11]=2)=[CH:30][CH:31]=1)(=[O:3])=[O:4] |f:1.2.3|. Procedure details: 230 mg of 5-(4-methanesulfonyl-phenoxy)-2-pyridin-2-yl-6-pyrrolidin-2-yl-1H-benzimidazole obtained in Example 162 (step 7) was optically resolved, using an optical resolution column (CHIRALPAK AD 2 cmφ×25 cmL (by Daicel Chemical), mobile phase: hexane/2-propanol/diethylamine=20/80/0.1, flow rate: 10 ml/min), into an enantiomer A (retention time: 19.0 min) and an enantiomer B (retention time: 32.2 min) each as a yellow oily substance. Starting materials: C(=O)(C1CCCCC(=O)N1)C1CCCCC(=O)N1 (carbonyl-bis-caprolactam), NC(CCCCCCCC)(N)N (triamino nonane). Run in C(C)(=O)OCC (ethyl acetate), C(C)(=O)OCC (ethyl acetate). The product is N(=C=O)CC(CCC)CCCCC (4-(isocyanatomethyl) nonane), oil. Isolated yield 99.0%. As a reaction SMILES: [C:1]([CH:11]1[NH:18][C:16](=[O:17])CCCC1)([CH:3]1NC(=O)[CH2:7][CH2:6][CH2:5][CH2:4]1)=O.N[C:20](N)(N)[CH2:21][CH2:22]CCCCCC>C(OCC)(=O)C>[N:18]([CH2:11][CH:1]([CH2:3][CH2:4][CH2:5][CH2:6][CH3:7])[CH2:20][CH2:21][CH3:22])=[C:16]=[O:17]. Procedure: 302.4 g (1.2 mol) carbonyl-bis-caprolactam was dissolved in 400 ml ethyl acetate at 78° C. In one hour 69.3 g (0.4 mol) triamino nonane, dissolved in 100 ml ethyl acetate, was added dropwise. The reaction was monitored by means of TLC. After 3 hours the clear solution was cooled to room temperature and extracted 4 times with 500 ml water (with some NaCl). The solution was then dried with NaSO4. The NaSO4 was removed by filtration and the ethyl acetate was removed by means of the rotavapor. The p... The reactants are N1CCC(C(=O)N)CC1 (isonipecotamide), BrCCCOC (1-bromo-3-(methyloxy)propane), C([O-])([O-])=O.[K+].[K+] (potassium carbonate). The solvent is C(C)O (ethanol). Run at time 23 hour. Product: COCCCN1CCC(CC1)C(=O)N (1-[3-(Methyloxy)propyl]-4-piperidinecarboxamide). Yield: 49.0%. RXN SMILES: [NH:1]1[CH2:9][CH2:8][CH:4]([C:5]([NH2:7])=[O:6])[CH2:3][CH2:2]1.Br[CH2:11][CH2:12][CH2:13][O:14][CH3:15].C(=O)([O-])[O-].[K+].[K+]>C(O)C>[CH3:15][O:14][CH2:13][CH2:12][CH2:11][N:1]1[CH2:9][CH2:8][CH:4]([C:5]([NH2:7])=[O:6])[CH2:3][CH2:2]1 |f:2.3.4|. Procedure: A mixture of isonipecotamide (10.6 g, 82.3 mmol), 1-bromo-3-(methyloxy)propane (C. A. Grob and A. Waldner, Helv. Chim. Acta, 1980, 63, 2152–2158., 12.6 g, 82.3 mmol), and potassium carbonate (22.8 g, 165 mmol) in ethanol (60 ml) was refluxed with stirring for 23 h. After cooling to room temperature, the solvent was removed in vacuo. The residue was dissolved in water (500 ml), and the aqueous layer was extracted with dichloromethane (300 ml×13). The combined organic layer was dried over magnesiu... Reactants: C(C=C)(=O)OC(C)(C)C (tert butyl acrylate), C(C)(=O)[O-].[K+] (potassium acetate), ClC=1C=C(C=C(C1)Cl)I (3,5-dichloro-iodo-benzene). Reagents/catalysts: O.[Cl-].C(CCC)[N+](CCCC)(CCCC)CCCC (tetrabutyl ammonium chloride hydrate), C(C)(=O)[O-].[Pd+2].C(C)(=O)[O-] (palladium (II) acetate). The solvent is CN(C)C=O (DMF). Product: C(C)(C)(C)OC(C=CC1=CC(=CC(=C1)Cl)Cl)=O (3-(3,5-Dichloro-phenyl)-acrylic acid tert butyl ester). RXN SMILES: [Cl:1][C:2]1[CH:3]=[C:4](I)[CH:5]=[C:6]([Cl:8])[CH:7]=1.[C:10]([O:14][C:15]([CH3:18])([CH3:17])[CH3:16])(=[O:13])[CH:11]=[CH2:12].C([O-])(=O)C.[K+]>CN(C=O)C.O.[Cl-].C([N+](CCCC)(CCCC)CCCC)CCC.C([O-])(=O)C.[Pd+2].C([O-])(=O)C>[C:15]([O:14][C:10](=[O:13])[CH:11]=[CH:12][C:4]1[CH:3]=[C:2]([Cl:1])[CH:7]=[C:6]([Cl:8])[CH:5]=1)([CH3:18])([CH3:17])[CH3:16] |f:2.3,5.6.7,8.9.10|. Reported procedure: 3,5-dichloro-iodo-benzene (5 g, 18 mmol) was stirred at room temperature as a solution in DMF (50 mL) containing tert butyl acrylate (6.5 mL, 2.5 eq), tetrabutyl ammonium chloride hydrate (5.1 g, 1 eq), potassium acetate (5.4 g, 3 eq) and palladium (II) acetate (˜200 mg, 30 mol %) for 5 hours. Reaction mixture was reduced in vacuo, partitioned between water and ethyl acetate. Ethyl acetate fractions were dried over magnesium sulfate, filtered over a small plug of silica gel. Silica gel plug wash... The reactants are Cc1ccccc1-c1ccc(C(=O)O)cc1C, O=C(Cl)C(=O)Cl, ClCCl, CN(C)C=O. Product: Cc1ccccc1-c1ccc(C(=O)Cl)cc1C. Reaction SMILES: [CH3:1][c:2]1[c:3](-[c:11]2[c:12]([CH3:17])[cH:13][cH:14][cH:15][cH:16]2)[cH:4][cH:5][c:6]([C:8](=[O:9])[OH:10])[cH:7]1.[Cl:18][C:19]([C:20]([Cl:21])=[O:22])=[O:23].[Cl:29][CH2:30][Cl:31].[O:24]=[CH:25][N:26]([CH3:27])[CH3:28]>>[CH3:1][c:2]1[c:3](-[c:11]2[c:12]([CH3:17])[cH:13][cH:14][cH:15][cH:16]2)[cH:4][cH:5][c:6]([C:8](=[O:9])[Cl:18])[cH:7]1. Reactants: CC(C)C1=CC(=C(C(=C1)C(C)C)S(=O)(=O)N=[N+]=[N-])C(C)C (trisyl azide), FC1=CC=C(C=C1)[C@@H](CC(=O)N1C(OC[C@@H]1C1=CC=CC=C1)=O)C ((4S)-3-[(3R)-3-(4-Fluorophenyl)butanoyl]-4-phenyl-1,3-oxazolidin-2-one), C[Si]([N-][Si](C)(C)C)(C)C.[K+] (potassium hexamethyldisilazide), C(C)(=O)O (acetic acid), C(C)(=O)[O-].[K+] (potassium acetate), resultant mixture. The solvent is C1CCOC1 (THF), C1CCOC1 (THF). Conditions: time 12 hour. The product is N(=[N+]=[N-])[C@H](C(=O)N1C(OC[C@@H]1C1=CC=CC=C1)=O)[C@@H](C)C1=CC=C(C=C1)F ((4S)-3-[(2S,3S)-2-Azido-3-(4-fluorophenyl)butanoyl]-4-phenyl-1,3-oxazolidin-2-one). As a reaction SMILES: [F:1][C:2]1[CH:7]=[CH:6][C:5]([C@H:8]([CH3:24])[CH2:9][C:10]([N:12]2[C@@H:16]([C:17]3[CH:22]=[CH:21][CH:20]=[CH:19][CH:18]=3)[CH2:15][O:14][C:13]2=[O:23])=[O:11])=[CH:4][CH:3]=1.C[Si](C)(C)[N-][Si](C)(C)C.[K+].CC(C1C=C(C(C)C)C(S([N:50]=[N+:51]=[N-:52])(=O)=O)=C(C(C)C)C=1)C.C(O)(=O)C.C([O-])(=O)C.[K+]>C1COCC1>[N:50]([C@@H:9]([C@H:8]([C:5]1[CH:4]=[CH:3][C:2]([F:1])=[CH:7][CH:6]=1)[CH3:24])[C:10]([N:12]1[C@@H:16]([C:17]2[CH:18]=[CH:19][CH:20]=[CH:21][CH:22]=2)[CH2:15][O:14][C:13]1=[O:23])=[O:11])=[N+:51]=[N-:52] |f:1.2,5.6|. Procedure: To a stirred solution of the product from Step B (1.18 g, 3.61 mmol) in anhydrous THF (40 mL) was added potassium hexamethyldisilazide (8.7 mL, 0.5M in toluene, 4.35 mmol) at −78° C. The resultant mixture was stirred at −78° C. for 30 min. A precooled solution of trisyl azide (1.56 g, 5.04 mmol) in THF (30 mL) was added via cannula. After 1.5 min the reaction was quenched with glacial acetic acid (0.95 mL, 16.6 mmol) and potassium acetate (1.77 g, 18.1 mmol). The cooling bath was removed, and th...